Dataset: the Open Reaction Database (ORD), a public repository of structured organic reaction records. Task: describe an organic reaction: reactants, conditions, products, and yield Starting materials: OC=1C=C(CC2N(CCC3=CC(=C(C=C23)OC)OC)CC(=O)NCC2=CC=CC=C2)C=CC1OC (2-[1-(3-hydroxy-4-methoxy-benzyl)-6,7-dimethoxy-3,4-dihydro-1H-isoquinolin-2-yl]-N-benzyl-acetamide), ClC1=NC=CC=N1 (2-chloro-pyrimidine). Yields the product N1=C(N=CC=C1)OC=1C=C(CC2N(CCC3=CC(=C(C=C23)OC)OC)CC(=O)NCC2=CC=CC=C2)C=CC1OC (2-{1-[3-(pyrimidin-2-yloxy)-4-methoxy-benzyl]-6,7-dimethoxy-3,4-dihydro-1H-isoquinolin-2-yl}-N-benzyl-acetamide). As a reaction SMILES: [OH:1][C:2]1[CH:3]=[C:4]([CH:31]=[CH:32][C:33]=1[O:34][CH3:35])[CH2:5][CH:6]1[C:15]2[C:10](=[CH:11][C:12]([O:18][CH3:19])=[C:13]([O:16][CH3:17])[CH:14]=2)[CH2:9][CH2:8][N:7]1[CH2:20][C:21]([NH:23][CH2:24][C:25]1[CH:30]=[CH:29][CH:28]=[CH:27][CH:26]=1)=[O:22].Cl[C:37]1[N:42]=[CH:41][CH:40]=[CH:39][N:38]=1>>[N:38]1[CH:39]=[CH:40][CH:41]=[N:42][C:37]=1[O:1][C:2]1[CH:3]=[C:4]([CH:31]=[CH:32][C:33]=1[O:34][CH3:35])[CH2:5][CH:6]1[C:15]2[C:10](=[CH:11][C:12]([O:18][CH3:19])=[C:13]([O:16][CH3:17])[CH:14]=2)[CH2:9][CH2:8][N:7]1[CH2:20][C:21]([NH:23][CH2:24][C:25]1[CH:30]=[CH:29][CH:28]=[CH:27][CH:26]=1)=[O:22]. Procedure: prepared by reaction of 2-[1-(3-hydroxy-4-methoxy-benzyl)-6,7-dimethoxy-3,4-dihydro-1H-isoquinolin-2-yl]-N-benzyl-acetamide with 2-chloro-pyrimidine Starting materials: polyisobutylene, C(C)O.O.OCC(O)CO.C(CCCCCCC\C=C/CCCCCCCC)(=O)OCC(O)CO (ethanol water glycerine glycerol monooleate), silicone, CC1=C(C(C(=C(N1)C)C(=O)OCCN(C)CC=2C=CC=CC2)C=3C=CC=C(C3)[N+](=O)[O-])C(=O)OC.Cl (nicardipine HCl). Product: CC1=C(C(C(=C(N1)C)C(=O)OCCN(C)CC=2C=CC=CC2)C=3C=CC=C(C3)[N+](=O)[O-])C(=O)OC (nicardipine). RXN SMILES: [CH3:1][C:2]1[NH:7][C:6]([CH3:8])=[C:5]([C:9]([O:11][CH2:12][CH2:13][N:14]([CH2:16][C:17]2[CH:18]=[CH:19][CH:20]=[CH:21][CH:22]=2)[CH3:15])=[O:10])[CH:4]([C:23]2[CH:24]=[CH:25][CH:26]=[C:27]([N+:29]([O-:31])=[O:30])[CH:28]=2)[C:3]=1[C:32]([O:34][CH3:35])=[O:33].Cl.C(O)C.O.OCC(CO)O.C(OCC(CO)O)(=O)CCCCCCC/C=C\CCCCCCCC>>[CH3:1][C:2]1[NH:7][C:6]([CH3:8])=[C:5]([C:9]([O:11][CH2:12][CH2:13][N:14]([CH2:16][C:17]2[CH:22]=[CH:21][CH:20]=[CH:19][CH:18]=2)[CH3:15])=[O:10])[CH:4]([C:23]2[CH:24]=[CH:25][CH:26]=[C:27]([N+:29]([O-:31])=[O:30])[CH:28]=2)[C:3]=1[C:32]([O:34][CH3:35])=[O:33] |f:0.1,2.3.4.5|. Reported procedure: An L1 laminate is prepared as described in Example 1 using a polyisobutylene (PIB) adhesive in place of the silicone adhesive and a Daubert C-150 release liner in place of the Akrosil Biorelease release liner. A nicardipine-enhancer gel formulation is prepared by mixing adequate quantities of nicardipine HCl and Klucel HF® with a 65%/10%/20%/5% (volume percent) mixture of ethanol/ water/glycerine/glycerol monooleate to provide a final gel with a nicardipine concentration of 150 mg/cc and a Kluce... Starting materials: ClC1=NC(=C(C(=N1)Cl)O)Cl (2,4,6-trichloro-pyrimidin-5-ol), C(C)(C)(C)[Si](OC(CO)C1CC1)(C)C (2-(tert-butyl-dimethyl-silanyloxy)-2-cyclopropyl-ethanol), C1(=CC=CC=C1)P(C1=CC=CC=C1)C1=CC=CC=C1 (triphenylphosphine), CC(C)OC(=O)/N=N/C(=O)OC(C)C (DIAD). Solvent: C1CCOC1 (THF). Run at time 18 hour. Product: C(C)(C)(C)[Si](OC(COC=1C(=NC(=NC1Cl)Cl)Cl)C1CC1)(C)C (5-[2-(tert-Butyl-dimethyl-silanyloxy)-2-cyclopropyl-ethoxy]-2,4,6-trichloro-pyrimidine). The yield is 82.7%. RXN SMILES: [Cl:1][C:2]1[N:7]=[C:6]([Cl:8])[C:5]([OH:9])=[C:4]([Cl:10])[N:3]=1.[C:11]([Si:15]([CH3:24])([CH3:23])[O:16][CH:17]([CH:20]1[CH2:22][CH2:21]1)[CH2:18]O)([CH3:14])([CH3:13])[CH3:12].C1(P(C2C=CC=CC=2)C2C=CC=CC=2)C=CC=CC=1.CC(OC(/N=N/C(OC(C)C)=O)=O)C>C1COCC1>[C:11]([Si:15]([CH3:24])([CH3:23])[O:16][CH:17]([CH:20]1[CH2:22][CH2:21]1)[CH2:18][O:9][C:5]1[C:4]([Cl:10])=[N:3][C:2]([Cl:1])=[N:7][C:6]=1[Cl:8])([CH3:14])([CH3:13])[CH3:12]. Reported procedure: To a solution of 2,4,6-trichloro-pyrimidin-5-ol (250 mg, 1.25 mmol), 2-(tert-butyl-dimethyl-silanyloxy)-2-cyclopropyl-ethanol (407 mg, 1.88 mmol) and triphenylphosphine (493 mg, 1.88 mmol) in THF (12 mL) was added DIAD (370 μL, 1.88 mmol). The reaction mixture was stirred at RT for 18 hours before being concentrated in vacuo. The resultant residue was purified by column chromatography (SiO2, gradient 0-30% ethyl acetate in cyclohexane) to give 5-[2-(tert-Butyl-dimethyl-silanyloxy)-2-cyclopropyl-... Starting materials: C(C)(C)(C)OC(NCC1(C(C1)C(C)C)C(N)=O)=O ((1-carbamoyl-2-isopropyl-cyclopropylmethyl)-carbamic acid tert-butyl ester), N1=C(Cl)N=C(Cl)N=C1Cl (cyanuric chloride), [OH-].[Na+] (NaOH). Solvent: CN(C)C=O (DMF). Conditions: temperature 0 celsius, time 30 minute. Yields the product C(C)(C)(C)OC(NCC1(C(C1)C(C)C)C#N)=O ((1-cyano-2-isopropyl-cyclopropylmethyl)-carbamic acid tert-butyl ester). The yield is 74.1%. As a reaction SMILES: [C:1]([O:5][C:6](=[O:18])[NH:7][CH2:8][C:9]1([C:15](=O)[NH2:16])[CH2:11][CH:10]1[CH:12]([CH3:14])[CH3:13])([CH3:4])([CH3:3])[CH3:2].N1C(Cl)=NC(Cl)=NC=1Cl.[OH-].[Na+]>CN(C=O)C>[C:1]([O:5][C:6](=[O:18])[NH:7][CH2:8][C:9]1([C:15]#[N:16])[CH2:11][CH:10]1[CH:12]([CH3:13])[CH3:14])([CH3:2])([CH3:4])[CH3:3] |f:2.3|. Procedure details: To a solution of (1-carbamoyl-2-isopropyl-cyclopropylmethyl)-carbamic acid tert-butyl ester (6.4 g, 24.9 mmol) in dry DMF (100 mL) was added cyanuric chloride (6.4 g, 34.9 mmol). The reaction mixture was stirred at 0° C. for 30 minutes and was poured into cold 0.5N NaOH (200 mL). The aqueous phase was extracted with EtOAc (2×150 mL) and the combined organic layer was washed with water and brine and dried over Na2SO4. Removal of excess of solvent, followed by purification of the residue by flash ...